From a dataset of the Open Reaction Database (ORD), a public repository of structured organic reaction records. describe an organic reaction: reactants, conditions, products, and yield Starting materials: CC(=O)Nc1nc(C)c(-c2ccnc(C(C)(C)C)c2)s1, CCO, Cl. Yields the product Cc1nc(N)sc1-c1ccnc(C(C)(C)C)c1. RXN SMILES: [C:1]([CH3:2])([CH3:3])([CH3:4])[c:5]1[n:6][cH:7][cH:8][c:9](-[c:11]2[c:12]([CH3:20])[n:13][c:14]([NH:16][C:17](=[O:18])[CH3:19])[s:15]2)[cH:10]1.[CH3:22][CH2:23][OH:24].[ClH:21]>>[C:1]([CH3:2])([CH3:3])([CH3:4])[c:5]1[n:6][cH:7][cH:8][c:9](-[c:11]2[c:12]([CH3:20])[n:13][c:14]([NH2:16])[s:15]2)[cH:10]1. Reactants: C(C)NCC (Diethylamine), C(C)OC(C(C(=O)O)CC1=CC(=CC=C1)Cl)=O (3-chlorobenzylmalonic acid monoethyl ester), C=O (formaldehyde). Run in O (water). Product: ClC=1C=C(CC(C(=O)OCC)=C)C=CC1 (ethyl α-(3-chlorobenzyl)acrylate). As a reaction SMILES: C(NCC)C.[CH2:6]([O:8][C:9](=[O:22])[CH:10]([CH2:14][C:15]1[CH:20]=[CH:19][CH:18]=[C:17]([Cl:21])[CH:16]=1)[C:11](O)=O)[CH3:7].C=O>O>[Cl:21][C:17]1[CH:16]=[C:15]([CH:20]=[CH:19][CH:18]=1)[CH2:14][C:10](=[CH2:11])[C:9]([O:8][CH2:6][CH3:7])=[O:22]. Procedure details: Diethylamine (27.6 g, 39 ml) is added dropwise with shaking to 3-chlorobenzylmalonic acid monoethyl ester (90.0 g) [Chem. Ber. 92, 203 (1959)], in a flask cooled in a water bath. Aqueous formaldehyde (37%, 38 ml) is added dropwise with shaking and cooling as before. Gas is evolved, and the reaction mixture becomes lighter in color. The mixture is stirred at room temperature for 65 hours, then water (500 ml) is added, and the solution extracted with ether (2×350 ml). The combined ether solutions ... Reaction conditions: time 2 hour. RXN SMILES: [H-].[Na+].Cl[C:4]1[C:9]([N+:10]([O-:12])=[O:11])=[CH:8][CH:7]=[CH:6][N:5]=1.[C:13]([O:17][CH3:18])(=[O:16])[CH2:14][SH:15]>O1CCCC1>[CH3:18][O:17][C:13]([CH2:14][S:15][C:4]1[C:9]([N+:10]([O-:12])=[O:11])=[CH:8][CH:7]=[CH:6][N:5]=1)=[O:16] |f:0.1|. The solvent is O1CCCC1 (tetrahydrofuran). Isolated yield 68.0%. Reactants: ice water, [H-].[Na+] (sodium hydride), ClC1=NC=CC=C1[N+](=O)[O-] (2-chloro-3-nitropyridine), C(CS)(=O)OC (methyl thioglycolate). Reported procedure: First, 0.8 g of sodium hydride was added to a mixture of 3.17 g of 2-chloro-3-nitropyridine, 2.12 g of methyl thioglycolate, and 20 ml of tetrahydrofuran at 0° C. After stirring at room temperature for 2 hours, the reaction mixture was poured into ice water, and the mixture was extracted with ethyl acetate. The organic layer was dried over anhydrous magnesium sulfate and then concentrated. The residue was washed with diisopropyl ether and hexane to give 3.1 g of 2-(methoxycarbonyl)methylthio-3 -... The product is COC(=O)CSC1=NC=CC=C1[N+](=O)[O-] (2-(methoxycarbonyl)methylthio-3 -nitropyridine). Reactants: C(C)(=O)OCC (ethyl acetate), C([O-])([O-])=O.[Cs+].[Cs+] (Cesium carbonate), OC=1C=C(C(=O)NC2=NN(C=C2)C)C=C(C1)O[C@H](CO)C (3-hydroxy-5-{[(1S)-2-hydroxy-1-methylethyl]oxy}-N-(1-methyl-1H-pyrazol-3-yl)benzamide), C(C)OC(C1=CC(=C(C=C1)F)F)=O (ethyl-3,4-difluorobenzoate). Solvent: CC(=O)N(C)C (dimethylacetamide). Conditions: temperature 115 celsius. Yields the product FC=1C=C(C(=O)OCC)C=CC1OC1=CC(=CC(=C1)C(=O)NC1=NN(C=C1)C)O[C@H](CO)C (Ethyl 3-fluoro-4-(3-[(1S)-2-hydroxy-1-methylethoxy]-5-{[(1-methyl-1H-pyrazol-3-yl)amino]carbonyl}phenoxy)benzoate). The yield is 31.0%. RXN SMILES: C(=O)([O-])[O-].[Cs+].[Cs+].[OH:7][C:8]1[CH:9]=[C:10]([CH:20]=[C:21]([O:23][C@@H:24]([CH3:27])[CH2:25][OH:26])[CH:22]=1)[C:11]([NH:13][C:14]1[CH:18]=[CH:17][N:16]([CH3:19])[N:15]=1)=[O:12].[CH2:28]([O:30][C:31](=[O:40])[C:32]1[CH:37]=[CH:36][C:35](F)=[C:34]([F:39])[CH:33]=1)[CH3:29].C(OCC)(=O)C>CC(N(C)C)=O>[F:39][C:34]1[CH:33]=[C:32]([CH:37]=[CH:36][C:35]=1[O:7][C:8]1[CH:9]=[C:10]([C:11]([NH:13][C:14]2[CH:18]=[CH:17][N:16]([CH3:19])[N:15]=2)=[O:12])[CH:20]=[C:21]([O:23][C@@H:24]([CH3:27])[CH2:25][OH:26])[CH:22]=1)[C:31]([O:30][CH2:28][CH3:29])=[O:40] |f:0.1.2|. Procedure details: Cesium carbonate (8.3 g, 25.4 mmol) was added to a mixture of 3-hydroxy-5-{[(1S)-2-hydroxy-1-methylethyl]oxy}-N-(1-methyl-1H-pyrazol-3-yl)benzamide (3.7 g, 12.7 mmol) and ethyl-3,4-difluorobenzoate (2.36 g, 12.7 mmol) in dimethylacetamide (60 mL) and the stirred mixture heated at 115° C. for 3 hours. The mixture was allowed to cool to RT and ethyl acetate (100 mL) added. The mixture was washed with water (5×40 mL), brine (40 mL), dried (MgSO4), filtered, and reduced in vacuo. The residue was chr... Reactants: Cl.C(#N)C1(CC1)NC(=O)[C@H]1NC[C@@H](C1)S(=O)(=O)C1=C(C=CC=C1)Cl ((2S,4R)-4-(2-chloro-benzenesulfonyl)-pyrrolidine-2-carboxylic acid (1-cyano-cyclopropyl)-amide hydrochloride), O(S(=O)(=O)C(F)(F)F)CC(C(F)(F)F)(F)F (2,2,3,3,3-pentafluoropropyl triflate). Yields the product C(#N)C1(CC1)NC(=O)[C@H]1N(C[C@@H](C1)S(=O)(=O)C1=C(C=CC=C1)Cl)CC(C(F)(F)F)(F)F ((2S,4R)-4-(2-chloro-benzenesulfonyl)-1-(2,2,3,3,3-pentafluoro-propyl)-pyrrolidine-2-carboxylic acid (1-cyano-cyclopropyl)-amide). Reaction SMILES: Cl.[C:2]([C:4]1([NH:7][C:8]([C@@H:10]2[CH2:14][C@@H:13]([S:15]([C:18]3[CH:23]=[CH:22][CH:21]=[CH:20][C:19]=3[Cl:24])(=[O:17])=[O:16])[CH2:12][NH:11]2)=[O:9])[CH2:6][CH2:5]1)#[N:3].O([CH2:33][C:34]([F:40])([F:39])[C:35]([F:38])([F:37])[F:36])S(C(F)(F)F)(=O)=O>>[C:2]([C:4]1([NH:7][C:8]([C@@H:10]2[CH2:14][C@@H:13]([S:15]([C:18]3[CH:23]=[CH:22][CH:21]=[CH:20][C:19]=3[Cl:24])(=[O:17])=[O:16])[CH2:12][N:11]2[CH2:33][C:34]([F:40])([F:39])[C:35]([F:38])([F:37])[F:36])=[O:9])[CH2:6][CH2:5]1)#[N:3] |f:0.1|. Reported procedure: L41. (2S,4R)-4-(2-chloro-benzenesulfonyl)-pyrrolidine-2-carboxylic acid (1-cyano-cyclopropyl)-amide hydrochloride from experiment K4 was alkylated with 2,2,3,3,3-pentafluoropropyl triflate in analogy to experiment L37 to give (2S,4R)-4-(2-chloro-benzenesulfonyl)-1-(2,2,3,3,3-pentafluoro-propyl)-pyrrolidine-2-carboxylic acid (1-cyano-cyclopropyl)-amide as a colorless oil. MS: 486.2 [M+H]+. Starting materials: C1CCNCC1, Cc1cc[n+](C)cc1, COC(COc1ccc(C=O)cc1)OC, CC(C)=O, CCO, CCOC(C)=O, Cc1ccc(S(=O)(=O)[O-])cc1. The product is COC(COc1ccc(C=Cc2cc[n+](C)cc2)cc1)OC, Cc1ccc(S(=O)(=O)[O-])cc1. As a reaction SMILES: [CH2:35]1[CH2:36][CH2:37][NH:38][CH2:39][CH2:40]1.[CH3:12][n+:13]1[cH:14][cH:15][c:16]([CH3:19])[cH:17][cH:18]1.[CH3:20][O:21][CH:22]([CH2:23][O:24][c:25]1[cH:26][cH:27][c:28]([CH:29]=[O:30])[cH:31][cH:32]1)[O:33][CH3:34].[CH3:41][C:42](=[O:43])[CH3:44].[CH3:45][CH2:46][OH:47].[CH3:48][CH2:49][O:50][C:51](=[O:52])[CH3:53].[c:1]1([CH3:11])[cH:2][cH:3][c:4]([S:7](=[O:8])(=[O:9])[O-:10])[cH:5][cH:6]1>>[CH3:12][n+:13]1[cH:14][cH:15][c:16]([CH:19]=[CH:29][c:28]2[cH:27][cH:26][c:25]([O:24][CH2:23][CH:22]([O:21][CH3:20])[O:33][CH3:34])[cH:32][cH:31]2)[cH:17][cH:18]1.[c:1]1([CH3:11])[cH:2][cH:3][c:4]([S:7](=[O:8])(=[O:9])[O-:10])[cH:5][cH:6]1. The reactants are CC(Oc1ccc(C#N)cn1)C1CN(C(=O)C2CN(C(=O)OC(C)(C)C)C2)CC1c1ccc(Cl)c(Cl)c1, ClCCl, O=C(O)C(F)(F)F. Product: CC(Oc1ccc(C#N)cn1)C1CN(C(=O)C2CNC2)CC1c1ccc(Cl)c(Cl)c1. As a reaction SMILES: [C:1]([O:2][C:3](=[O:4])[N:8]1[CH2:9][CH:10]([C:12](=[O:13])[N:14]2[CH2:15][CH:16]([CH:27]([CH3:28])[O:29][c:30]3[n:31][cH:32][c:33]([C:36]#[N:37])[cH:34][cH:35]3)[CH:17]([c:19]3[cH:20][c:21]([Cl:26])[c:22]([Cl:25])[cH:23][cH:24]3)[CH2:18]2)[CH2:11]1)([CH3:5])([CH3:6])[CH3:7].[Cl:45][CH2:46][Cl:47].[F:38][C:39]([F:40])([F:41])[C:42]([OH:43])=[O:44]>>[NH:8]1[CH2:9][CH:10]([C:12](=[O:13])[N:14]2[CH2:15][CH:16]([CH:27]([CH3:28])[O:29][c:30]3[n:31][cH:32][c:33]([C:36]#[N:37])[cH:34][cH:35]3)[CH:17]([c:19]3[cH:20][c:21]([Cl:26])[c:22]([Cl:25])[cH:23][cH:24]3)[CH2:18]2)[CH2:11]1. The reactants are N1=CC=CC=C1 (pyridine), C(C1=CC=CC=C1)(=O)NN[C@H]1[C@@H](C(OC2=C1C=C(C=C2)C#N)(C)C)O (Trans-4(2-benzoylhydrazino)-6-cyano-3,4-dihydro-2,2-dimethyl-2H-1-benzopyran-3-ol), C(C)(=O)Cl (acetyl chloride). Run in C(Cl)(Cl)Cl (chloroform). Product: O.C(C)(=O)N(NC(C1=CC=CC=C1)=O)[C@H]1[C@@H](C(OC2=C1C=C(C=C2)C#N)(C)C)O (trans-4(1-acetyl-2-benzoylhydrazino)-6-cyano-3,4-dihydro-2,2-dimethyl-2H-1-benzopyran-3-ol monohydrate). Reaction SMILES: [C:1]([NH:9][NH:10][C@@H:11]1[C:16]2[CH:17]=[C:18]([C:21]#[N:22])[CH:19]=[CH:20][C:15]=2[O:14][C:13]([CH3:24])([CH3:23])[C@H:12]1[OH:25])(=[O:8])[C:2]1[CH:7]=[CH:6][CH:5]=[CH:4][CH:3]=1.N1C=CC=CC=1.[C:32](Cl)(=[O:34])[CH3:33]>C(Cl)(Cl)Cl>[OH2:8].[C:32]([N:10]([C@@H:11]1[C:16]2[CH:17]=[C:18]([C:21]#[N:22])[CH:19]=[CH:20][C:15]=2[O:14][C:13]([CH3:23])([CH3:24])[C@H:12]1[OH:25])[NH:9][C:1](=[O:8])[C:2]1[CH:7]=[CH:6][CH:5]=[CH:4][CH:3]=1)(=[O:34])[CH3:33] |f:4.5|. Reported procedure: Trans-4(2-benzoylhydrazino)-6-cyano-3,4-dihydro-2,2-dimethyl-2H-1-benzopyran-3-ol (320 mg) was dissolved in 1 ml of chloroform, 0.5 ml of pyridine was added, and 0.28 ml of acetyl chloride was added with stirring under ice cooling. After stirring at room temperature for 80 minutes, the solvent was distilled off under reduced pressure and the residue was dissolved in 5 ml of methanol. The solution was treated with 5 ml of 1N-sodium hydroxide at room temperature for 30 minutes. After the methanol ...